Dataset: the Open Reaction Database (ORD), a public repository of structured organic reaction records. Task: describe an organic reaction: reactants, conditions, products, and yield Reactants: ClC(Cl)(Cl)Cl, COC(=O)c1cccc2[nH]c(=O)n(C)c12, O=C1CCC(=O)N1Cl, CC(C)(C#N)N=NC(C)(C)C#N. Product: COC(=O)c1ccc(Cl)c2[nH]c(=O)n(C)c12. RXN SMILES: [C:36]([Cl:37])([Cl:38])([Cl:39])[Cl:40].[CH3:1][n:2]1[c:3](=[O:15])[nH:4][c:5]2[c:6]1[c:7]([C:11](=[O:12])[O:13][CH3:14])[cH:8][cH:9][cH:10]2.[Cl:16][N:17]1[C:18](=[O:19])[CH2:20][CH2:21][C:22]1=[O:23].[N:24]([C:25]([CH3:26])([CH3:27])[C:28]#[N:29])=[N:30][C:31]([CH3:32])([CH3:33])[C:34]#[N:35]>>[CH3:1][n:2]1[c:3](=[O:15])[nH:4][c:5]2[c:6]1[c:7]([C:11](=[O:12])[O:13][CH3:14])[cH:8][cH:9][c:10]2[Cl:16]. Starting materials: NCCSCC1=NC=CC(=C1)OC (2-(2-aminoethylthiomethyl)-4-methoxypyridine), C(#N)N=C(SC)SC (dimethyl N-cyanodithioimidocarbonate). Run in C(C)O (ethanol), C(C)O (ethanol). Conditions: time 8 hour. Product: C(#N)NC(SC)=NCCSCC1=NC=CC(=C1)OC (N-cyano-N'-[2-((4-methoxy-2-pyridyl)methylthio)ethyl]-S-methylisothiourea). Reaction SMILES: [NH2:1][CH2:2][CH2:3][S:4][CH2:5][C:6]1[CH:11]=[C:10]([O:12][CH3:13])[CH:9]=[CH:8][N:7]=1.[C:14]([N:16]=[C:17](SC)[S:18][CH3:19])#[N:15]>C(O)C>[C:14]([NH:16][C:17](=[N:1][CH2:2][CH2:3][S:4][CH2:5][C:6]1[CH:11]=[C:10]([O:12][CH3:13])[CH:9]=[CH:8][N:7]=1)[S:18][CH3:19])#[N:15]. Procedure details: A solution of 2-(2-aminoethylthiomethyl)-4-methoxypyridine (3.15 g) in ethanol (25 cc) was added over 1 hour to a stirred solution of dimethyl N-cyanodithioimidocarbonate (2.215 g) in ethanol (30 cc) at 22° and the mixture was allowed to stand overnight at room temperature. Nitrogen was passed through the suspension and the mixture was filtered to give N-cyano-N'-[2-((4-methoxy-2-pyridyl)methylthio)ethyl]-S-methylisothiourea m.p. 91.5°-92.5°. (3.9 g). Reactants: CCOC(C)=O, COCc1cc(OC)c(-c2csc3c(N(CC4CC4)C4CCCOC4)c(OC)nn23)c(OC)c1, O=P(O)(O)O. The product is COCc1cc(OC)c(-c2csc3c(N(CC4CC4)C4CCCOC4)c(OC)nn23)c(OC)c1, O=P(O)(O)O. RXN SMILES: [CH3:40][CH2:41][O:42][C:43](=[O:44])[CH3:45].[CH:1]1([CH2:4][N:5]([c:6]2[c:7]([O:27][CH3:28])[n:8][n:9]3[c:10]2[s:11][cH:12][c:13]3-[c:14]2[c:15]([O:25][CH3:26])[cH:16][c:17]([CH2:22][O:23][CH3:24])[cH:18][c:19]2[O:20][CH3:21])[CH:29]2[CH2:30][O:31][CH2:32][CH2:33][CH2:34]2)[CH2:2][CH2:3]1.[P:35]([OH:36])([OH:37])([OH:38])=[O:39]>>[CH:1]1([CH2:4][N:5]([c:6]2[c:7]([O:27][CH3:28])[n:8][n:9]3[c:10]2[s:11][cH:12][c:13]3-[c:14]2[c:15]([O:25][CH3:26])[cH:16][c:17]([CH2:22][O:23][CH3:24])[cH:18][c:19]2[O:20][CH3:21])[CH:29]2[CH2:30][O:31][CH2:32][CH2:33][CH2:34]2)[CH2:2][CH2:3]1.[P:35](=[O:36])([OH:37])([OH:38])[OH:39]. Reaction SMILES: [C:1]([CH3:2])([CH3:3])([CH3:4])[O:5][C:6]([NH:7][CH2:8][CH:9]1[CH2:10][CH2:11][CH:12]([CH2:15][OH:16])[CH2:13][CH2:14]1)=[O:17].[Cl:30][CH2:31][Cl:32].[Na+:22].[Na+:23].[Na+:24].[O-:18][C:19]([OH:20])=[O:21].[O-:25][S:26]([O-:27])(=[S:28])=[O:29]>>[C:1]([CH3:2])([CH3:3])([CH3:4])[O:5][C:6]([NH:7][CH2:8][CH:9]1[CH2:10][CH2:11][CH:12]([CH:15]=[O:16])[CH2:13][CH2:14]1)=[O:17]. Reactants: CC(C)(C)OC(=O)NCC1CCC(CO)CC1, ClCCl, [Na+], [Na+], [Na+], O=C([O-])O, O=S([O-])([O-])=S. Product: CC(C)(C)OC(=O)NCC1CCC(C=O)CC1. Reactants: [H-].[Na+] (sodium hydride), ice water, C1(=CC=CC=C1)C(N1CCN(CC1)CCOCCO)C1=CC=CC=C1 (4-(diphenylmethyl)-1-[2-(2-hydroxyethoxy)ethyl]piperazine), ClC=1C(=CC=2N(N1)N=CN2)C (6-chloro-7-methyl[1,2,4]triazolo[1,5-b]pyridazine). Solvent: O1CCCC1 (tetrahydrofuran). Product: C1(=CC=CC=C1)C(N1CCN(CC1)CCOCCOC=1C(=CC=2N(N1)N=CN2)C)C2=CC=CC=C2 (6-[2-[2-[4-(diphenylmethyl)piperazino]ethoxy]ethoxy]-7-methyl[1,2,4]triazolo[1,5-b]pyridazine). The yield is 48.2%. As a reaction SMILES: [H-].[Na+].[C:3]1([CH:9]([C:22]2[CH:27]=[CH:26][CH:25]=[CH:24][CH:23]=2)[N:10]2[CH2:15][CH2:14][N:13]([CH2:16][CH2:17][O:18][CH2:19][CH2:20][OH:21])[CH2:12][CH2:11]2)[CH:8]=[CH:7][CH:6]=[CH:5][CH:4]=1.Cl[C:29]1[C:30]([CH3:38])=[CH:31][C:32]2[N:33]([N:35]=[CH:36][N:37]=2)[N:34]=1>O1CCCC1>[C:22]1([CH:9]([C:3]2[CH:4]=[CH:5][CH:6]=[CH:7][CH:8]=2)[N:10]2[CH2:11][CH2:12][N:13]([CH2:16][CH2:17][O:18][CH2:19][CH2:20][O:21][C:29]3[C:30]([CH3:38])=[CH:31][C:32]4[N:33]([N:35]=[CH:36][N:37]=4)[N:34]=3)[CH2:14][CH2:15]2)[CH:23]=[CH:24][CH:25]=[CH:26][CH:27]=1 |f:0.1|. Reported procedure: 260 mg of 60% sodium hydride dispersion in mineral oil was suspended in 20 ml of tetrahydrofuran; 1.15 g of 4-(diphenylmethyl)-1-[2-(2-hydroxyethoxy)ethyl]piperazine was added, followed by heating and refluxing for 1 hour. After cooling, 540 mg of 6-chloro-7-methyl[1,2,4]triazolo[1,5-b]pyridazine was added, followed by heating and refluxing for 3 hours. After cooling, ice water was added, followed by extraction with ethyl acetate; the extract was washed with saturated saline and dried with magne... The reactants are N#CN1CCCCC1, CO, Cl, NO, [Na+], [Na+], O=C([O-])[O-], O. Product: N=C(NO)N1CCCCC1. Reaction SMILES: [C:4](#[N:5])[N:6]1[CH2:7][CH2:8][CH2:9][CH2:10][CH2:11]1.[CH3:19][OH:20].[ClH:1].[NH2:2][OH:3].[Na+:12].[Na+:13].[O-:14][C:15](=[O:16])[O-:17].[OH2:18]>>[NH:2]([OH:3])[C:4](=[NH:5])[N:6]1[CH2:7][CH2:8][CH2:9][CH2:10][CH2:11]1. Starting materials: CO, O=C(O)C12CC=CCC1CSc1ccccc12. Yields the product O=C(O)C12CCCCC1CSc1ccccc12. As a reaction SMILES: [CH3:18][OH:19].[cH:1]1[cH:2][cH:3][cH:4][c:5]2[c:10]1[C:9]1([C:15](=[O:16])[OH:17])[CH:8]([CH2:7][S:6]2)[CH2:14][CH:13]=[CH:12][CH2:11]1>>[cH:1]1[cH:2][cH:3][cH:4][c:5]2[c:10]1[C:9]1([C:15](=[O:16])[OH:17])[CH:8]([CH2:7][S:6]2)[CH2:14][CH2:13][CH2:12][CH2:11]1. Reactants: CCOC(=O)c1cc2ccc([Si](C)(C)C)cc2[nH]1, ClCc1nccs1, [H-], [Na+]. Yields the product CCOC(=O)c1cc2ccc([Si](C)(C)C)cc2n1Cc1nccs1. Reaction SMILES: [CH3:1][Si:2]([c:3]1[cH:4][cH:5][c:6]2[cH:7][c:8]([C:12](=[O:13])[O:14][CH2:15][CH3:16])[nH:9][c:10]2[cH:11]1)([CH3:17])[CH3:18].[Cl:19][CH2:20][c:21]1[s:22][cH:23][cH:24][n:25]1.[H-:26].[Na+:27]>>[CH3:1][Si:2]([c:3]1[cH:4][cH:5][c:6]2[cH:7][c:8]([C:12](=[O:13])[O:14][CH2:15][CH3:16])[n:9]([CH2:20][c:21]3[s:22][cH:23][cH:24][n:25]3)[c:10]2[cH:11]1)([CH3:17])[CH3:18].